This data is from the Open Reaction Database (ORD), a public repository of structured organic reaction records. The task is: describe an organic reaction: reactants, conditions, products, and yield Reactants: CN(C)C=O, CCCCCCCCC(=O)O, O=C(Cl)C(=O)Cl, ClCCl. The product is CCCCCCCCC(=O)Cl. RXN SMILES: [CH3:12][N:13]([CH3:14])[CH:15]=[O:16].[CH3:1][CH2:2][CH2:3][CH2:4][CH2:5][CH2:6][CH2:7][CH2:8][C:9]([OH:10])=[O:11].[Cl:17][C:18]([C:19]([Cl:20])=[O:21])=[O:22].[Cl:23][CH2:24][Cl:25]>>[CH3:1][CH2:2][CH2:3][CH2:4][CH2:5][CH2:6][CH2:7][CH2:8][C:9](=[O:11])[Cl:17]. Starting materials: S(=O)([O-])S(=O)[O-].[Na+].[Na+] (Sodium dithionite), [N+](=O)([O-])C1=C(C=CC(=C1)C(F)(F)F)O (2-nitro-4-trifluoromethylphenol). The solvent is C(C)O (ethanol), O (water), O (water). Conditions: temperature 55 celsius. The product is NC1=C(C=CC(=C1)C(F)(F)F)O (2-Amino-4-trifluoromethylphenol). The yield is 39.9%. As a reaction SMILES: S(S([O-])=O)([O-])=O.[Na+].[Na+].[N+:9]([C:12]1[CH:17]=[C:16]([C:18]([F:21])([F:20])[F:19])[CH:15]=[CH:14][C:13]=1[OH:22])([O-])=O>C(O)C.O>[NH2:9][C:12]1[CH:17]=[C:16]([C:18]([F:19])([F:20])[F:21])[CH:15]=[CH:14][C:13]=1[OH:22] |f:0.1.2|. Reported procedure: Sodium dithionite (97.0 g, 0.5 mole) was added in portions over a period of 6 hours to a solution of 2-nitro-4-trifluoromethylphenol (31 g, 0.15 mole) in a mixture of ethanol (120 ml) and water (90 ml), the solution being heated, with stirring, at a temperature of 55° C. during the addition. The mixture was filtered, the filtrate retained, and the collected solid was triturated with ethanol and refiltered. The solvent was removed from the combined filtrates by distillation under reduced pressure... The reactants are ClC(=C(Cl)Cl)C=1C=C(C=C(C1)[N+](=O)[O-])C (3-(trichlorovinyl)-5-nitrotoluene), ammonium sulfide, aqueous solution. The solvent is C(C)O (ethanol), O (water). Conditions: temperature 100 celsius. Yields the product CC=1C=C(N)C=C(C1)C(=C(Cl)Cl)Cl (3-Methyl-5-(trichlorovinyl)Aniline). The yield is 96.3%. As a reaction SMILES: [Cl:1][C:2]([C:6]1[CH:7]=[C:8]([CH3:15])[CH:9]=[C:10]([N+:12]([O-])=O)[CH:11]=1)=[C:3]([Cl:5])[Cl:4].[NH4+]=S>C(O)C.O>[CH3:15][C:8]1[CH:9]=[C:10]([CH:11]=[C:6]([C:2]([Cl:1])=[C:3]([Cl:4])[Cl:5])[CH:7]=1)[NH2:12]. Procedure: To a warm solution of 3-(trichlorovinyl)-5-nitrotoluene (10.95 g) in 150 ml of ethanol, an aqueous solution of ammonium sulfide (30 ml of a commercial 46-52% aqueous solution diluted to 90 ml with water) was added in one portion. The resulting heterogeneous solution was heated in a 100° C. oil bath for 30 minutes. The hot reaction mixture was filtered and the precipitate thoroughly washed with ethanol. The filtrate was diluted with 1.2 L of brine and then extracted with methylene chloride (2×400... Reactants: C(C)(C)(C)OC(=O)C1C(C2C3(C(=NCC2)C=CC=C3)S1)C(=O)O (2-tert-butoxycarbonyl-1,2,3,4-tetrahydrobenzo[b]thieno[2,3-c]pyridine-3-carboxylic acid), N1CCNCCC1 (hexahydro-1H-1,4-diazepine), C(C)(=O)OCC (ethyl acetate), C1(=CC=CC=C1)P(=O)(C1=CC=CC=C1)N=[N+]=[N-] (diphenylphosphorylazide). The solvent is CN(C=O)C (dimethylformamide), CN(C=O)C (dimethylformamide), O (water). Run at temperature 50 celsius. The product is S1CC(C2C13C(=NCC2)C=CC=C3)C(=O)N3CCNCCC3 (hexahydro-1-(1,2,3,4-tetrahydrobenzo[b]thieno[2,3-c]pyridine-3-carbonyl)-1H-1,4-diazepine). The yield is 79.2%. RXN SMILES: C(OC([CH:8]1[S:20][C:11]23[CH:19]=[CH:18][CH:17]=[CH:16][C:12]2=[N:13][CH2:14][CH2:15][CH:10]3[CH:9]1[C:21]([OH:23])=O)=O)(C)(C)C.[NH:24]1[CH2:30][CH2:29][CH2:28][NH:27][CH2:26][CH2:25]1.C1(P(N=[N+]=[N-])(C2C=CC=CC=2)=O)C=CC=CC=1.C(OCC)(=O)C>CN(C)C=O.O>[S:20]1[C:11]23[CH:19]=[CH:18][CH:17]=[CH:16][C:12]2=[N:13][CH2:14][CH2:15][CH:10]3[CH:9]([C:21]([N:24]2[CH2:30][CH2:29][CH2:28][NH:27][CH2:26][CH2:25]2)=[O:23])[CH2:8]1. Reported procedure: In 5 ml of dimethylformamide were dissolved 0.32 g of 2-tert-butoxycarbonyl-1,2,3,4-tetrahydrobenzo[b]thieno[2,3-c]pyridine-3-carboxylic acid and 0.2 g of hexahydro-1H-1,4-diazepine and after adding thereto 3 ml of a dimethylformamide solution of 0.33 g of diphenylphosphorylazide, the mixture was stirred overnight. To the reaction mixture was added 50 g of ethyl acetate and the mixture was washed twice with an aqueous 5% sodium hydrogencarbonate solution and then twice with a saturated sodium ch... The reactants are FC1=CC=C(C=C1)C(NC1=CC=C(C=C1)S(=O)(=O)C)=N (4-fluoro-N-[4-(methylsulfonyl)phenyl]benzenecarboximidamide), C([O-])(O)=O.[Na+] (sodium bicarbonate), BrCC(C(F)(F)F)=O (3-bromo-1,1,1-trifluoroacetone). Solvent: C(C)(C)O (isopropanol). Yields the product FC1=CC=C(C=C1)C=1N(CC(N1)(C(F)(F)F)O)C1=CC=C(C=C1)S(=O)(=O)C (2-(4-fluorophenyl)-4-hydroxy-1-[4-(methylsulfonyl)phenyl]-4-trifluoromethyl-4,5-dihydro-1H-imidazole). Reaction SMILES: [F:1][C:2]1[CH:7]=[CH:6][C:5]([C:8](=[NH:20])[NH:9][C:10]2[CH:15]=[CH:14][C:13]([S:16]([CH3:19])(=[O:18])=[O:17])=[CH:12][CH:11]=2)=[CH:4][CH:3]=1.C(=O)(O)[O-].[Na+].Br[CH2:27][C:28](=[O:33])[C:29]([F:32])([F:31])[F:30]>C(O)(C)C>[F:1][C:2]1[CH:3]=[CH:4][C:5]([C:8]2[N:9]([C:10]3[CH:15]=[CH:14][C:13]([S:16]([CH3:19])(=[O:17])=[O:18])=[CH:12][CH:11]=3)[CH2:27][C:28]([OH:33])([C:29]([F:32])([F:31])[F:30])[N:20]=2)=[CH:6][CH:7]=1 |f:1.2|. Reported procedure: To a mixture of 4-fluoro-N-[4-(methylsulfonyl)phenyl]benzenecarboximidamide (10 mmol) and sodium bicarbonate (20 mmol) in isopropanol (100 mL), 3-bromo-1,1,1-trifluoroacetone (20 mmol) is added. After heating the reaction mixture at 70°-75° C. for 20 hours, the solvent is removed. The residue is redissolved in methylene chloride and washed with water. The organic fractions are combined, dried over sodium sulfate, filtered and concentrated in vacuo. The crude mixture is chromatographed (silica ge... The reactants are C(C)(=O)OCC1=CS[C@H]2N(C1C(=O)O)C(C2NC(CC2=CC=CC=C2)=O)=O (3-acetoxymethyl-7(N-phenylacetyl-amino)-ceph-2-em-4ξ-carboxylic acid), C1(=CC=CC=C1)OC (anisole), C(C)OC(C)=O (acetic acid ethyl ester), C(C)OC(C)=O (acetic acid ethyl ester), CO (methanol). Run in FC(C(=O)O)(F)F (trifluoracetic acid). Yields the product COC1=CC=C(CC2=CS[C@H]3N(C2C(=O)O)C(C3NC(CC3=CC=CC=C3)=O)=O)C=C1 (3-(4-methoxy-benzyl)-7-(N-phenylacetyl-amino)-ceph-2-em-4ξ-carboxylic acid). As a reaction SMILES: C(O[CH2:5][C:6]1[CH:11]([C:12]([OH:14])=[O:13])[N:10]2[C:15](=[O:27])[CH:16]([NH:17][C:18](=[O:26])[CH2:19][C:20]3[CH:25]=[CH:24][CH:23]=[CH:22][CH:21]=3)[C@H:9]2[S:8][CH:7]=1)(=O)C.[C:28]1([O:34][CH3:35])[CH:33]=[CH:32][CH:31]=[CH:30][CH:29]=1.C(OC(=O)C)C.CO>FC(F)(F)C(O)=O>[CH3:35][O:34][C:28]1[CH:33]=[CH:32][C:31]([CH2:5][C:6]2[CH:11]([C:12]([OH:14])=[O:13])[N:10]3[C:15](=[O:27])[CH:16]([NH:17][C:18](=[O:26])[CH2:19][C:20]4[CH:21]=[CH:22][CH:23]=[CH:24][CH:25]=4)[C@H:9]3[S:8][CH:7]=2)=[CH:30][CH:29]=1. Procedure details: A mixture of 5 g of 3-acetoxymethyl-7(N-phenylacetyl-amino)-ceph-2-em-4ξ-carboxylic acid and 10 ml of absolute anisole is dissolved in 40 ml of trifluoracetic acid and the clear solution is evaporated to dryness under a water pump vacuum and with repeated addition of toluene. The residue is dissolved in acetone, and the solution is mixed with about 30 g of silica gel and evaporated to dryness. The residue is suspended in methylene chloride and the suspension is applied to a column (diameter: 35 ...